Dataset: the Open Reaction Database (ORD), a public repository of structured organic reaction records. Task: describe an organic reaction: reactants, conditions, products, and yield Starting materials: CCOC(=O)C1CC=C(C)C1, CO, [Na+], [OH-]. Yields the product CC1=CCC(C(=O)O)C1. RXN SMILES: [CH2:1]([CH3:2])[O:3][C:4](=[O:5])[CH:6]1[CH2:7][C:8]([CH3:11])=[CH:9][CH2:10]1.[CH3:14][OH:15].[Na+:13].[OH-:12]>>[O:3]=[C:4]([OH:5])[CH:6]1[CH2:7][C:8]([CH3:11])=[CH:9][CH2:10]1. Reactants: C1=CC=CC=2SC3=C(C21)C(=C2C=CC=CC2=C3)C3=CC=C(C=C3)O (4-Benzo[b]naphtho[2,3-d]thiophen-11-yl-phenol), O[C@H](C(=O)OC)CC1=CC=CC=C1 ((S)-2-Hydroxy-3-phenylpropionic acid, methyl ester), 474. Solvent: C(Cl)(Cl)Cl (CHCl3). Product: C1=CC=CC=2SC3=C(C21)C(=C2C=CC=CC2=C3)C3=CC=C(O[C@@H](C(=O)O)CC2=CC=CC=C2)C=C3 ((R)-2-[4-(Benzo[b]naphtho[2,3-d]thiophen-11-yl)-phenoxy]-3-phenyl-propionic acid). RXN SMILES: [CH:1]1[C:9]2[C:8]3[C:10]([C:18]4[CH:23]=[CH:22][C:21]([OH:24])=[CH:20][CH:19]=4)=[C:11]4[C:16](=[CH:17][C:7]=3[S:6][C:5]=2[CH:4]=[CH:3][CH:2]=1)[CH:15]=[CH:14][CH:13]=[CH:12]4.O[C@@H:26]([CH2:31][C:32]1[CH:37]=[CH:36][CH:35]=[CH:34][CH:33]=1)[C:27]([O:29]C)=[O:28]>C(Cl)(Cl)Cl>[CH:1]1[C:9]2[C:8]3[C:10]([C:18]4[CH:19]=[CH:20][C:21]([O:24][C@H:26]([CH2:31][C:32]5[CH:37]=[CH:36][CH:35]=[CH:34][CH:33]=5)[C:27]([OH:29])=[O:28])=[CH:22][CH:23]=4)=[C:11]4[C:16](=[CH:17][C:7]=3[S:6][C:5]=2[CH:4]=[CH:3][CH:2]=1)[CH:15]=[CH:14][CH:13]=[CH:12]4. Procedure details: Prepared from 4-benzo[b]naphtho[2,3-d]thiophen-11-yl-phenol (Example 14) and (S)-2-hydroxy-3-phenylpropionic acid, methyl ester (Example 96). White solid: [a]25/D =-19.09° (8.538 mg/mL, CHCl3); NMR (CDCl3); δ8.30 (s, 1 H), 7.91 (d, J=8 Hz, 1 H), 7.73 (d, J=8 Hz, 1 H), 7.55-7.24 (m, 10 H), 7.14-7.09 (m, 2 H), 7.05 (ddd, J =8, 7, 1 Hz, 1 H), 6.70 (d, J=8 Hz, 1 H), 5.09 (dd, J=8,5 Hz, 1 H,), 3.42 (m, 2 H); MS (EI): [M+] 474 (100%); Anal Calc. for C31H22O3S: C, 78.46, H, 4.67, N, 0.00. Found: C, 77....